This data is from the Open Reaction Database (ORD), a public repository of structured organic reaction records. The task is: describe an organic reaction: reactants, conditions, products, and yield The reactants are ClC1=NC=CC(=N1)Cl (2,4-dichloropyrimidine), NC=1C=C(C(=O)NC)C=CC1 (3-amino-N-methylbenzamide), C(C)N(C(C)C)C(C)C (N-ethyl-N-isopropylpropan-2-amine). Solvent: CC(C)O (2-propanol). Conditions: temperature 60 celsius, time 23 hour. Product: ClC1=NC=CC(=N1)NC=1C=C(C(=O)NC)C=CC1 (3-(2-chloropyrimidin-4-ylamino)-N-methylbenzamide). Yield: 88.2%. As a reaction SMILES: [Cl:1][C:2]1[N:7]=[C:6](Cl)[CH:5]=[CH:4][N:3]=1.[NH2:9][C:10]1[CH:11]=[C:12]([CH:17]=[CH:18][CH:19]=1)[C:13]([NH:15][CH3:16])=[O:14].C(N(C(C)C)C(C)C)C>CC(O)C>[Cl:1][C:2]1[N:7]=[C:6]([NH:9][C:10]2[CH:11]=[C:12]([CH:17]=[CH:18][CH:19]=2)[C:13]([NH:15][CH3:16])=[O:14])[CH:5]=[CH:4][N:3]=1. Procedure details: To 2,4-dichloropyrimidine (250.0 mg, 1.678 mmol) and 3-amino-N-methylbenzamide (252 mg, 1.678 mmol) in 2-propanol (8390 μL) in a disposable sealed tube at RT was added N-ethyl-N-isopropylpropan-2-amine (585 μL, 3.36 mmol). The resulting reaction mixture was heated at 60° C. for 22 h, then to 70° C. for 23 h, then 80° C. for 3 days, cooled to RT, concentrated, purified using MPLC (5 g cartridge, 12 g column, 0 to 60% 90/10 CH2Cl2-MeOH in CH2Cl2) giving 3-(2-chloropyrimidin-4-ylamino)-N-methylbenz...